From a dataset of the Open Reaction Database (ORD), a public repository of structured organic reaction records. describe an organic reaction: reactants, conditions, products, and yield As a reaction SMILES: [Cl:1][C:2]1[C:7]([CH2:8][CH:9]([CH3:11])[CH3:10])=[CH:6][C:5]([SH:12])=[C:4]([CH:13]([CH3:15])[CH3:14])[CH:3]=1.Br[C:17]1C(C(C)C)=CC(S)=C(C(C)C)C=1>>[CH3:17][S:12][C:5]1[CH:6]=[C:7]([CH2:8][CH:9]([CH3:11])[CH3:10])[C:2]([Cl:1])=[CH:3][C:4]=1[CH:13]([CH3:15])[CH3:14]. Procedure details: 4-Chloro-2-isopropyl-5-isobutylphenyl methyl sulfide was prepared using the procedure of Example 1C except that 4-chloro-2-isopropyl-5-isobutylbenzenethiol was substituted for the 4-bromo-2,5-diisopropylbenzenethiol. The resulting product had a boiling point of 89°C at 0.08 mm Hg. The product is CSC1=C(C=C(C(=C1)CC(C)C)Cl)C(C)C (4-Chloro-2-isopropyl-5-isobutylphenyl methyl sulfide). The reactants are ClC1=CC(=C(C=C1CC(C)C)S)C(C)C (4-chloro-2-isopropyl-5-isobutylbenzenethiol), BrC1=CC(=C(C=C1C(C)C)S)C(C)C (4-bromo-2,5-diisopropylbenzenethiol). Reaction conditions: time 2 hour. The product is BrCC=CC#C[Si](C)(C)C (1-bromo-5-trimethylsilylpent-2-en-4-yne). Reactants: BrN1C(CCC1=O)=O (N-Bromosuccinimide), C1(=CC=CC=C1)P(C1=CC=CC=C1)C1=CC=CC=C1 (triphenylphosphine), C[Si](C#C/C=C/CO)(C)C (2E-5-trimethylsilylpent-2-en-4-yn-1-ol). Reaction SMILES: [Br:1]N1C(=O)CCC1=O.C1(P(C2C=CC=CC=2)C2C=CC=CC=2)C=CC=CC=1.[CH3:28][Si:29]([CH3:37])([CH3:36])[C:30]#[C:31]/[CH:32]=[CH:33]/[CH2:34]O>ClCCl>[Br:1][CH2:34][CH:33]=[CH:32][C:31]#[C:30][Si:29]([CH3:37])([CH3:36])[CH3:28]. Reported procedure: N-Bromosuccinimide (85.3 g, 0.48 mol) was added in portions to a nearly homogeneous solution of triphenylphosphine (128.2 g, 0.49 mol) and 2E-5-trimethylsilylpent-2-en-4-yn-1-ol (72.5 g, 0.47 mol) in dichloromethane (600 mL) under nitrogen and cooled in a dry ice/2-propanol bath to an initial temperature of below −20° C. The internal temperature of the reaction mixture was maintained at −10° C. to 0° C. throughout the addition by adjusting the rate of addition. The bath was allowed to warm to am... Solvent: ClCCl (dichloromethane). Yield: 43.1%. Procedure details: A solution of 328.0 mg (1.5 mmol) of 4-chloro-8-methoxy -3-quinolinecarbonitrile, 309.7 mg (1.8 mmol) of 3-bromoaniline and 173.3 mg (1.5 mmol) of pyridine hydrochloride in 15 ml of 2-ethoxyethanol was refluxed under nitrogen for 0.5 hours. The solvent was removed and the residue was diluted with water followed by neutralization to pH 7-8 with diluted sodium carbonate solution. The precipitate was collected and washed with ether and dried in vacuo to give 476.1 mg (89.6%) of the product as a yel... Reaction SMILES: Cl[C:2]1[C:11]2[C:6](=[C:7]([O:12][CH3:13])[CH:8]=[CH:9][CH:10]=2)[N:5]=[CH:4][C:3]=1[C:14]#[N:15].[Br:16][C:17]1[CH:18]=[C:19]([CH:21]=[CH:22][CH:23]=1)[NH2:20].Cl.N1C=CC=CC=1>C(OCCO)C>[Br:16][C:17]1[CH:18]=[C:19]([NH:20][C:2]2[C:11]3[C:6](=[C:7]([O:12][CH3:13])[CH:8]=[CH:9][CH:10]=3)[N:5]=[CH:4][C:3]=2[C:14]#[N:15])[CH:21]=[CH:22][CH:23]=1 |f:2.3|. Solvent: C(C)OCCO (2-ethoxyethanol). Product: BrC=1C=C(C=CC1)NC1=C(C=NC2=C(C=CC=C12)OC)C#N (4-[(3-Bromophenyl)amino]-8-methoxy -3-quinolinecarbonitrile). Yield: 89.6%. The reactants are ClC1=C(C=NC2=C(C=CC=C12)OC)C#N (4-chloro-8-methoxy -3-quinolinecarbonitrile), BrC=1C=C(N)C=CC1 (3-bromoaniline), Cl.N1=CC=CC=C1 (pyridine hydrochloride).